From a dataset of the Open Reaction Database (ORD), a public repository of structured organic reaction records. describe an organic reaction: reactants, conditions, products, and yield The reactants are c1cc(c(cc1N2C[C@@H](OC2=O)Cn3ccnn3)F)I, C1CCNCC1. The reagents and catalysts are [O-]P(=O)([O-])[O-].[K+].[K+].[K+], [Cu]I, Cc1cccc(c1NC(=O)C(=O)O)C. The solvent is CS(=O)C, CS(=O)C. Conditions: temperature 80 celsius, time 18 hour. The product is c1cc(c(cc1N2C[C@@H](OC2=O)Cn3ccnn3)F)N4CCCCC4. Isolated yield 40.0%. Starting materials: BrB(Br)Br, ClCCl, [NH4+], [OH-], COc1ccc2c(C(=O)Nc3nccs3)cn(C(C)C)c2c1. Yields the product CC(C)n1cc(C(=O)Nc2nccs2)c2ccc(O)cc21. RXN SMILES: [B:1]([Br:2])([Br:3])[Br:4].[CH2:29]([Cl:30])[Cl:31].[NH4+:27].[OH-:28].[s:5]1[c:6]([NH:10][C:11](=[O:12])[c:13]2[cH:14][n:15]([CH:24]([CH3:25])[CH3:26])[c:16]3[cH:17][c:18]([O:22][CH3:23])[cH:19][cH:20][c:21]23)[n:7][cH:8][cH:9]1>>[s:5]1[c:6]([NH:10][C:11](=[O:12])[c:13]2[cH:14][n:15]([CH:24]([CH3:25])[CH3:26])[c:16]3[cH:17][c:18]([OH:22])[cH:19][cH:20][c:21]23)[n:7][cH:8][cH:9]1. Yield: 100.7%. The product is CN1C(=C(C2=CC=CC=C12)CC(C)C)C(=O)N[C@@H](CC(C)C)C(=O)NC(CC(=O)OC(C)(C)C)C(COC(C1=C(C=CC=C1Cl)Cl)=O)=O (N-[(1-methyl-3-isobutyl-indole-2-cabonyl)leucinyl]-3-amino-5-(2,6-dichlorobenzoyl)oxy-4-oxo pentanoic Acid, tert-butyl Ester). Reaction SMILES: [CH3:1][N:2]1[C:10]2[C:5](=[CH:6][CH:7]=[CH:8][CH:9]=2)[C:4]([CH2:11][CH:12]([CH3:14])[CH3:13])=[C:3]1[C:15]([NH:17][C@H:18]([C:23]([NH:25][CH:26]([C:35](=[O:38])[CH2:36]Br)[CH2:27][C:28]([O:30][C:31]([CH3:34])([CH3:33])[CH3:32])=[O:29])=[O:24])[CH2:19][CH:20]([CH3:22])[CH3:21])=[O:16].[F-].[K+].[Cl:41][C:42]1[CH:50]=[CH:49][CH:48]=[C:47]([Cl:51])[C:43]=1[C:44]([OH:46])=[O:45].CCCCCC.CCOC(C)=O>CN(C=O)C>[CH3:1][N:2]1[C:10]2[C:5](=[CH:6][CH:7]=[CH:8][CH:9]=2)[C:4]([CH2:11][CH:12]([CH3:14])[CH3:13])=[C:3]1[C:15]([NH:17][C@H:18]([C:23]([NH:25][CH:26]([C:35](=[O:38])[CH2:36][O:46][C:44](=[O:45])[C:43]1[C:42]([Cl:41])=[CH:50][CH:49]=[CH:48][C:47]=1[Cl:51])[CH2:27][C:28]([O:30][C:31]([CH3:34])([CH3:33])[CH3:32])=[O:29])=[O:24])[CH2:19][CH:20]([CH3:22])[CH3:21])=[O:16] |f:1.2,4.5|. Run in CN(C)C=O (DMF). Procedure details: The titled product (63 mg, 100%, white solid) was prepared as described in Example 82 using N-[(1-methyl-3-isobutyl-indole-2-cabonyl)leucinyl]-3-amino-5-bromo-4-oxo-pentanoic acid, tert-butyl ester (52.9 mg, 0.089 mmol), potassium fluoride (13.0 mg, 0.22 mmol), and 2,6-dichlorobenzoic acid (17.1 mg, 0.089 mmol) in DMF (2.0 ml). TLC (hexane/EtOAc, 50/50): Rf=0.39. Reactants: CN1C(=C(C2=CC=CC=C12)CC(C)C)C(=O)N[C@@H](CC(C)C)C(=O)NC(CC(=O)OC(C)(C)C)C(CBr)=O (N-[(1-methyl-3-isobutyl-indole-2-cabonyl)leucinyl]-3-amino-5-bromo-4-oxo-pentanoic acid, tert-butyl ester), CCCCCC.CCOC(=O)C (hexane EtOAc), [F-].[K+] (potassium fluoride), ClC1=C(C(=O)O)C(=CC=C1)Cl (2,6-dichlorobenzoic acid). Reactants: [OH-].[K+] (potassium hydroxide), C(C)(=O)OC1C(C(C2=C(C(=C(C=C12)C)CCOC)C)=O)C (3-acetoxy-6(beta-methoxy) ethyl-2,5,7-trimethyl-1-indanone), [OH-].[K+] (potassium hydroxide). Reagents/catalysts: [Zn] (zinc). Run in O1CCCC1 (tetrahydrofuran). The product is CC=1C(C2=C(C(=C(C=C2C1)C)C)C)=O (2,5,6,7-tetramethyl-1-indenone). RXN SMILES: [OH-].[K+].C(O[CH:7]1[C:15]2[C:10](=[C:11]([CH3:21])[C:12]([CH2:17]COC)=[C:13]([CH3:16])[CH:14]=2)[C:9](=[O:22])[CH:8]1[CH3:23])(=O)C>O1CCCC1.[Zn]>[CH3:23][C:8]1[C:9](=[O:22])[C:10]2[C:15]([CH:7]=1)=[CH:14][C:13]([CH3:16])=[C:12]([CH3:17])[C:11]=2[CH3:21] |f:0.1|. Procedure details: The 2,5,6,7-tetramethyl-1-indenone was prepared by reducing 2,4,5,6-tetramethyl-1,3-indanione with zinc dust at 50° C. Product was purified by chromatography with 1% ethyl acetate in benzene to yield two isomers. The major isomer was treated with 10% potassium hydroxide, then purified by sublimation. The compound has the structure: ##STR9## Dehydropterosin O synthesis: 3-acetoxy-6(beta-methoxy) ethyl-2,5,7-trimethyl-1-indanone was dissolved in tetrahydrofuran and 10% potassium hydroxide and refl... The reactants are C(Cl)Cl (DCM), BrCC1=CC=C(C=C1)CC(=O)O (2-[4-(bromomethyl)phenyl]acetic acid), C1N2CN3CN1CN(C2)C3 (hexamethylenetetramine), C(C)O (ethanol), Cl (HCl). Solvent: O (Water), O (water). Yields the product C(=O)C1=CC=C(C=C1)CC(=O)O (2-(4-Formylphenyl)acetic acid). Yield: 87.0%. RXN SMILES: Br[CH2:2][C:3]1[CH:8]=[CH:7][C:6]([CH2:9][C:10]([OH:12])=[O:11])=[CH:5][CH:4]=1.C1N2CN3CN(C2)CN1C3.Cl.C(Cl)Cl.C([OH:29])C>O>[CH:2]([C:3]1[CH:8]=[CH:7][C:6]([CH2:9][C:10]([OH:12])=[O:11])=[CH:5][CH:4]=1)=[O:29]. Procedure: To a solution of 2-[4-(bromomethyl)phenyl]acetic acid (770 mg, 3.36 mmol) in ethanol (6 mL) and water (6 mL) was added hexamethylenetetramine (1.26 g, 9.0 mmol) and the mixture was heated to reflux for 4 hours. Concentrated HCl (1.5 mL) was added cautiously to the mixture at reflux. The mixture was heated to reflux for 30 minutes and then allowed to cool. Water (20 mL) and DCM (20 mL) were added and the organic phase was passed through a hydrophobic fit and the solvent was removed in vacuo to af... Reactants: CC(C)(C)OC(=O)CBr, CC#N, [H-], [Na+], CCOC(=O)c1ccc2c(c1)NC(=O)CO2, C1CCOC1, O, O=C(O)C(F)(F)F. Product: CCOC(=O)c1ccc2c(c1)N(CC(=O)OC(C)(C)C)C(=O)CO2. As a reaction SMILES: [C:19]([CH3:20])([CH3:21])([CH3:22])[O:23][C:24]([CH2:25][Br:26])=[O:27].[CH3:40][C:41]#[N:42].[H-:17].[Na+:18].[O:1]=[C:2]1[CH2:3][O:4][c:5]2[c:6]([cH:8][c:9]([C:12](=[O:13])[O:14][CH2:15][CH3:16])[cH:10][cH:11]2)[NH:7]1.[O:35]1[CH2:36][CH2:37][CH2:38][CH2:39]1.[OH2:43].[OH:28][C:29]([C:30]([F:31])([F:32])[F:33])=[O:34]>>[O:1]=[C:2]1[CH2:3][O:4][c:5]2[c:6]([cH:8][c:9]([C:12](=[O:13])[O:14][CH2:15][CH3:16])[cH:10][cH:11]2)[N:7]1[CH2:25][C:24]([O:23][C:19]([CH3:20])([CH3:21])[CH3:22])=[O:27].